This data is from the Open Reaction Database (ORD), a public repository of structured organic reaction records. The task is: describe an organic reaction: reactants, conditions, products, and yield Reactants: CC(C)(C)c1ccc(S(N)(=O)=O)cc1, CN(C)C=O, Clc1cc(Cl)ncn1, Cl, [H-], [Na+], O. The product is CC(C)(C)c1ccc(S(=O)(=O)Nc2cc(Cl)ncn2)cc1. RXN SMILES: [C:9]([CH3:10])([CH3:11])([CH3:12])[c:13]1[cH:14][cH:15][c:16]([S:19](=[O:20])(=[O:21])[NH2:22])[cH:17][cH:18]1.[CH3:25][N:26]([CH3:27])[CH:28]=[O:29].[Cl:1][c:2]1[n:3][cH:4][n:5][c:6]([Cl:8])[cH:7]1.[ClH:30].[H-:23].[Na+:24].[OH2:31]>>[Cl:1][c:2]1[n:3][cH:4][n:5][c:6]([NH:22][S:19]([c:16]2[cH:15][cH:14][c:13]([C:9]([CH3:10])([CH3:11])[CH3:12])[cH:18][cH:17]2)(=[O:20])=[O:21])[cH:7]1. The reactants are NC=1C(=C(C(=O)O)C(=C(C1)F)F)F (3-Amino-2,5,6-trifluoro benzoic acid), B (Borane). Run in C1CCOC1 (THF). Run at time 18 hour. Yields the product NC=1C(=C(C(=C(C1)F)F)CO)F ((3-amino-2,5,6-trifluorophenyl)methanol). The yield is 92.3%. As a reaction SMILES: [NH2:1][C:2]1[C:3]([F:13])=[C:4]([C:8]([F:12])=[C:9]([F:11])[CH:10]=1)[C:5](O)=[O:6].B>C1COCC1>[NH2:1][C:2]1[C:3]([F:13])=[C:4]([CH2:5][OH:6])[C:8]([F:12])=[C:9]([F:11])[CH:10]=1. Procedure: A solution of 3-Amino-2,5,6-trifluoro benzoic acid (500 mg, 2.6 mmol) in THF (4 mL) was cooled to 0° C. (ice bath). Borane (2.5 eq., 1M in THF) was added dropwise over 20 min. The reaction was allowed to warm slowly to rt and stirred at rt for 18 h. The reaction was quenched by addition of saturated NH4Cl (aq) and extracted with EtOAc. The organic phase was washed with H2O then brine, dried (Na2SO4), filtered and concentrated in vacuo to give (3-amino-2,5,6-trifluorophenyl)methanol as a pale bro... Reactants: CC(CO)OCc1ccccc1, CC(C)(N)CC(=O)NC1CCc2ccccc2NC1=O, O=C([O-])C(F)(F)F. Yields the product CC(CNC(C)(C)CC(=O)NC1CCc2ccccc2NC1=O)OCc1ccccc1. As a reaction SMILES: [CH2:28]([c:29]1[cH:30][cH:31][cH:32][cH:33][cH:34]1)[O:35][CH:36]([CH2:37][OH:38])[CH3:39].[NH2:1][C:2]([CH2:3][C:4](=[O:5])[NH:6][CH:7]1[C:8](=[O:18])[NH:9][c:10]2[c:11]([cH:14][cH:15][cH:16][cH:17]2)[CH2:12][CH2:13]1)([CH3:19])[CH3:20].[O-:21][C:22]([C:23]([F:24])([F:25])[F:26])=[O:27]>>[NH:1]([C:2]([CH2:3][C:4](=[O:5])[NH:6][CH:7]1[C:8](=[O:18])[NH:9][c:10]2[c:11]([cH:14][cH:15][cH:16][cH:17]2)[CH2:12][CH2:13]1)([CH3:19])[CH3:20])[CH2:37][CH:36]([O:35][CH2:28][c:29]1[cH:30][cH:31][cH:32][cH:33][cH:34]1)[CH3:39]. Procedure details: 5-bromo-N-(1-hydroxy-2-(naphthalen-1-yl)-2-oxoethyl)picolinamide 113 (0.74 g, 1.93 mmol) in chloroform (20 mL) was reacted with PCl5 (0.43 g, 1.96 mmol). The mixture was heated to 50° C. for 30 minutes and cooled to 0° C. 4-Chloroaniline 114 (0.512 g, 4.01 mmol) in THF (10 mL) was added and allowed to react for 1 hour. The reaction was quenched with water and the product was extracted with ethyl acetate. The organic solution was dried over MgSO4, filtered and concentrated onto silica gel. The pr... Product: BrC=1C=CC(=NC1)C(=O)NC(C(=O)C1=CC=CC2=CC=CC=C12)NC1=CC=C(C=C1)Cl (5-bromo-N-(1-(4-chlorophenylamino)-2-(naphthalen-1-yl)-2-oxoethyl)picolinamide). The yield is 36.9%. Run in C(Cl)(Cl)Cl (chloroform), C1CCOC1 (THF). The reactants are BrC=1C=CC(=NC1)C(=O)NC(C(=O)C1=CC=CC2=CC=CC=C12)O (5-bromo-N-(1-hydroxy-2-(naphthalen-1-yl)-2-oxoethyl)picolinamide), P(Cl)(Cl)(Cl)(Cl)Cl (PCl5), ClC1=CC=C(N)C=C1 (4-Chloroaniline). Reaction conditions: temperature 50 celsius. RXN SMILES: [Br:1][C:2]1[CH:3]=[CH:4][C:5]([C:8]([NH:10][CH:11](O)[C:12]([C:14]2[C:23]3[C:18](=[CH:19][CH:20]=[CH:21][CH:22]=3)[CH:17]=[CH:16][CH:15]=2)=[O:13])=[O:9])=[N:6][CH:7]=1.P(Cl)(Cl)(Cl)(Cl)Cl.[Cl:31][C:32]1[CH:38]=[CH:37][C:35]([NH2:36])=[CH:34][CH:33]=1>C(Cl)(Cl)Cl.C1COCC1>[Br:1][C:2]1[CH:3]=[CH:4][C:5]([C:8]([NH:10][CH:11]([NH:36][C:35]2[CH:37]=[CH:38][C:32]([Cl:31])=[CH:33][CH:34]=2)[C:12]([C:14]2[C:23]3[C:18](=[CH:19][CH:20]=[CH:21][CH:22]=3)[CH:17]=[CH:16][CH:15]=2)=[O:13])=[O:9])=[N:6][CH:7]=1. Reaction SMILES: [C:17](=[O:18])([OH:19])[C:20]([CH3:21])([CH3:22])[c:23]1[cH:24][c:25]([B:29]([OH:30])[OH:31])[cH:26][cH:27][cH:28]1.[C:32](=[O:33])([O-:34])[O-:35].[CH3:38][O:39][CH2:40][CH2:41][O:42][CH3:43].[Cl:1][c:2]1[cH:3][c:4]([NH:10][CH2:11][c:12]2[cH:13][s:14][cH:15][cH:16]2)[n:5][c:6]([O:8][CH3:9])[n:7]1.[Cs+:36].[Cs+:37].[OH2:44].[Pd:45].[c:103]1([P:104]([c:105]2[cH:106][cH:107][cH:108][cH:109][cH:110]2)[c:111]2[cH:112][cH:113][cH:114][cH:115][cH:116]2)[cH:117][cH:118][cH:119][cH:120][cH:121]1.[c:46]1([P:47]([c:48]2[cH:49][cH:50][cH:51][cH:52][cH:53]2)[c:54]2[cH:55][cH:56][cH:57][cH:58][cH:59]2)[cH:60][cH:61][cH:62][cH:63][cH:64]1.[c:65]1([P:66]([c:67]2[cH:68][cH:69][cH:70][cH:71][cH:72]2)[c:73]2[cH:74][cH:75][cH:76][cH:77][cH:78]2)[cH:79][cH:80][cH:81][cH:82][cH:83]1.[c:84]1([P:85]([c:86]2[cH:87][cH:88][cH:89][cH:90][cH:91]2)[c:92]2[cH:93][cH:94][cH:95][cH:96][cH:97]2)[cH:98][cH:99][cH:100][cH:101][cH:102]1>>[c:2]1(-[c:25]2[cH:24][c:23]([C:20]([C:17](=[O:18])[OH:19])([CH3:21])[CH3:22])[cH:28][cH:27][cH:26]2)[cH:3][c:4]([NH:10][CH2:11][c:12]2[cH:13][s:14][cH:15][cH:16]2)[n:5][c:6]([O:8][CH3:9])[n:7]1. Yields the product COc1nc(NCc2ccsc2)cc(-c2cccc(C(C)(C)C(=O)O)c2)n1. The reactants are CC(C)(C(=O)O)c1cccc(B(O)O)c1, O=C([O-])[O-], COCCOC, COc1nc(Cl)cc(NCc2ccsc2)n1, [Cs+], [Cs+], O, [Pd], c1ccc(P(c2ccccc2)c2ccccc2)cc1, c1ccc(P(c2ccccc2)c2ccccc2)cc1, c1ccc(P(c2ccccc2)c2ccccc2)cc1, c1ccc(P(c2ccccc2)c2ccccc2)cc1. Reactants: O=C([O-])[O-], Cc1ccc(Oc2cc(C#N)cc([N+](=O)[O-])c2)cn1, CC(=O)O, [Fe], [Na+], [Na+], O. The product is Cc1ccc(Oc2cc(N)cc(C#N)c2)cn1. RXN SMILES: [C:21](=[O:22])([O-:23])[O-:24].[CH3:1][c:2]1[cH:3][cH:4][c:5]([O:8][c:9]2[cH:10][c:11]([C:12]#[N:13])[cH:14][c:15]([N+:17]([O-:18])=[O:19])[cH:16]2)[cH:6][n:7]1.[CH3:27][C:28](=[O:29])[OH:30].[Fe:31].[Na+:25].[Na+:26].[OH2:20]>>[CH3:1][c:2]1[cH:3][cH:4][c:5]([O:8][c:9]2[cH:10][c:11]([C:12]#[N:13])[cH:14][c:15]([NH2:17])[cH:16]2)[cH:6][n:7]1. The solvent is C(C)#N (acetonitrile), O (water). RXN SMILES: [CH2:1]([N:8]1[CH2:13][CH2:12][CH:11]([CH2:14][NH:15][CH2:16][CH3:17])[CH2:10][CH2:9]1)[C:2]1[CH:7]=[CH:6][CH:5]=[CH:4][CH:3]=1.Cl[C:19]1[C:24]([N+:25]([O-:27])=[O:26])=[CH:23][CH:22]=[CH:21][N:20]=1.C(=O)([O-])[O-].[K+].[K+]>C(#N)C.O>[CH2:1]([N:8]1[CH2:13][CH2:12][CH:11]([CH2:14][N:15]([CH2:16][CH3:17])[C:19]2[C:24]([N+:25]([O-:27])=[O:26])=[CH:23][CH:22]=[CH:21][N:20]=2)[CH2:10][CH2:9]1)[C:2]1[CH:7]=[CH:6][CH:5]=[CH:4][CH:3]=1 |f:2.3.4|. The reactants are C(C1=CC=CC=C1)N1CCC(CC1)CNCC (1-Benzyl-4-[N-ethylamino]methylpiperidine), ClC1=NC=CC=C1[N+](=O)[O-] (2-chloro-3-nitropyridine), C([O-])([O-])=O.[K+].[K+] (potassium carbonate). Procedure details: 1-Benzyl-4-[N-ethylamino]methylpiperidine (EXAMPLE 175, 7.59, 32.64 mmol), 2-chloro-3-nitropyridine (5.17 g, 32.64 mmol) and potassium carbonate (5.41 g, 39.17 mmol) in acetonitrile (0.25M) are refluxed 48 hr. The mixture is diluted with water and extracted with ethyl acetate and then dichloromethane. The combined extracts are dried over sodium sulfate, concentrated and chromatographed (silica gel column, 300 g; eluting with 15-80% ethyl acetate/hexane), to give the title compound, NMR (300 MHz,... Product: C(C1=CC=CC=C1)N1CCC(CC1)CN(C1=NC=CC=C1[N+](=O)[O-])CC (1-Benzyl-4-[N-ethyl-N-(3-nitro-2-pyridinyl)amino]methylpiperidine).